Dataset: the Open Reaction Database (ORD), a public repository of structured organic reaction records. Task: describe an organic reaction: reactants, conditions, products, and yield Starting materials: O (water), C([O-])([O-])=O.[K+].[K+] (potassium carbonate), CI (methyl iodide), C(#N)C=1C(C2=C(OC1N1C=CC=C1)C1=CC(=C(C=C1C=C2)C(=O)OCC)O)C2=CC(=CC=C2)[N+](=O)[O-] (Ethyl 3-cyano-9-hydroxy-4-(3-nitrophenyl)-2-(1-pyrrolyl)-4H-naphtho[1,2-b]pyran-8-carboxylate). Run in CN(C)C=O (DMF). Reaction conditions: time 16 hour. Yields the product C(#N)C=1C(C2=C(OC1N1C=CC=C1)C1=CC(=C(C=C1C=C2)C(=O)OCC)OC)C2=CC(=CC=C2)[N+](=O)[O-] (ethyl 3-cyano-9-methoxy-4-(3-nitrophenyl)-2-(1-pyrrolyl)-4H-naphtho[1,2-b]pyran-8-carboxylate). As a reaction SMILES: [C:1]([C:3]1[CH:4]([C:28]2[CH:33]=[CH:32][CH:31]=[C:30]([N+:34]([O-:36])=[O:35])[CH:29]=2)[C:5]2[CH:21]=[CH:20][C:19]3[C:14](=[CH:15][C:16]([OH:27])=[C:17]([C:22]([O:24][CH2:25][CH3:26])=[O:23])[CH:18]=3)[C:6]=2[O:7][C:8]=1[N:9]1[CH:13]=[CH:12][CH:11]=[CH:10]1)#[N:2].[C:37](=O)([O-])[O-].[K+].[K+].CI.O>CN(C=O)C>[C:1]([C:3]1[CH:4]([C:28]2[CH:33]=[CH:32][CH:31]=[C:30]([N+:34]([O-:36])=[O:35])[CH:29]=2)[C:5]2[CH:21]=[CH:20][C:19]3[C:14](=[CH:15][C:16]([O:27][CH3:37])=[C:17]([C:22]([O:24][CH2:25][CH3:26])=[O:23])[CH:18]=3)[C:6]=2[O:7][C:8]=1[N:9]1[CH:10]=[CH:11][CH:12]=[CH:13]1)#[N:2] |f:1.2.3|. Procedure details: Ethyl 3-cyano-9-hydroxy-4-(3-nitrophenyl)-2-(1-pyrrolyl)-4H-naphtho[1,2-b]pyran-8-carboxylate (4 g) was dissolved in dry DMF (50 ml). Solid potassium carbonate (2.3 g) and methyl iodide (1.05 ml) were added and the mixture stirred at room temperature for 16 hours. The solution was poured into water (400 ml) and extracted with ethyl acetate (4×200 ml). The combined organic extracts were washed with water (2×250 ml), dried over magnesium sulphate, then solvent was removed under reduced pressure to... Starting materials: COC1=CC(=C2C=CC(OC2=C1)(C)C)NC=1C(=CC2=CC=CC=C2C1)C(=O)O (3-[(7-Methoxy-2,2-dimethyl-2H-chromen-5-yl)amino]-2-naphthoic acid), FC(C(=O)O)(F)F (trifluoroacetic acid). The solvent is ClCCl (dichloromethane). Conditions: time 2 hour. Yields the product COC=1C=C2C(=C3NC=4C=C5C(=CC4C(C13)=O)C=CC=C5)C=CC(O2)(C)C (6-Methoxy-3,3-dimethyl-3,14-dihydro-7H-benzo[b]pyrano[3,2-h]acridin-7-one). RXN SMILES: [CH3:1][O:2][C:3]1[CH:12]=[C:11]2[C:6]([CH:7]=[CH:8][C:9]([CH3:14])([CH3:13])[O:10]2)=[C:5]([NH:15][C:16]2[C:17]([C:26](O)=[O:27])=[CH:18][C:19]3[C:24]([CH:25]=2)=[CH:23][CH:22]=[CH:21][CH:20]=3)[CH:4]=1.FC(F)(F)C(O)=O>ClCCl>[CH3:1][O:2][C:3]1[CH:12]=[C:11]2[O:10][C:9]([CH3:14])([CH3:13])[CH:8]=[CH:7][C:6]2=[C:5]2[C:4]=1[C:26](=[O:27])[C:17]1[CH:18]=[C:19]3[CH:20]=[CH:21][CH:22]=[CH:23][C:24]3=[CH:25][C:16]=1[NH:15]2. Procedure details: 1.02 mmol of the compound obtained in Step A in 14 ml of dichloromethane is treated with 1 ml of trifluoroacetic acid. After 2 hours at room temperature, the reaction mixture is evaporated. The residue is taken up in a mixture of dichloromethane and a saturated NaHCO3 solution, extracted with dichloromethane, washed with a 10% sodium hydroxide solution and then extracted again with dichloromethane. After conventional treatment, chromatography of the residue over silica gel (dichloromethane/metha... Reactants: C(C1=CC=CC=C1)N([C@@H]1CC[C@H](CC1)N1CCCCC1)CC1=CC=CC=C1 (trans-dibenzyl-4-piperidino-cyclohexylamine). Reagents/catalysts: [Pd] (Pd/C). Run in CO (MeOH). The product is N1(CCCCC1)[C@@H]1CC[C@H](CC1)N (trans-4-piperidino-cyclohexylamine). Reaction SMILES: C([N:8](CC1C=CC=CC=1)[C@H:9]1[CH2:14][CH2:13][C@H:12]([N:15]2[CH2:20][CH2:19][CH2:18][CH2:17][CH2:16]2)[CH2:11][CH2:10]1)C1C=CC=CC=1>CO.[Pd]>[N:15]1([C@H:12]2[CH2:11][CH2:10][C@H:9]([NH2:8])[CH2:14][CH2:13]2)[CH2:20][CH2:19][CH2:18][CH2:17][CH2:16]1. Procedure details: 1.7 g (4.8 mmol) of trans-dibenzyl-4-piperidino-cyclohexylamine were dissolved in 35 mL MeOH and hydrogenated on 350 mg of Pd/C (10%) at 20° C. The solvent was eliminated in vacuo and the residue crystallised from ethanol and conc. HCl. Starting materials: ClC=1N(C2=CC=CC=C2C1C(=O)Cl)C1=CC(=CC=C1)OC (2-chloro-1(3-methoxyphenyl)-indole-3-carboxylic acid chloride), N1CCOCC1 (morpholine). Yields the product ClC=1N(C2=CC=CC=C2C1C(=O)N1CCOCC1)C1=CC(=CC=C1)OC (2-chloro-1-(3-methoxyphenyl)-indole 3-carboxylic acid morpholide). Reaction SMILES: [Cl:1][C:2]1[N:3]([C:14]2[CH:19]=[CH:18][CH:17]=[C:16]([O:20][CH3:21])[CH:15]=2)[C:4]2[C:9]([C:10]=1[C:11](Cl)=[O:12])=[CH:8][CH:7]=[CH:6][CH:5]=2.[NH:22]1[CH2:27][CH2:26][O:25][CH2:24][CH2:23]1>>[Cl:1][C:2]1[N:3]([C:14]2[CH:19]=[CH:18][CH:17]=[C:16]([O:20][CH3:21])[CH:15]=2)[C:4]2[C:9]([C:10]=1[C:11]([N:22]1[CH2:27][CH2:26][O:25][CH2:24][CH2:23]1)=[O:12])=[CH:8][CH:7]=[CH:6][CH:5]=2. Procedure: This compound was prepared from 2-chloro-1(3-methoxyphenyl)-indole-3-carboxylic acid chloride and morpholine to yield 2-chloro-1-(3-methoxyphenyl)-indole 3-carboxylic acid morpholide which was reacted with N-methyl-piperazine according to Example 42. The yield of amorphous product was 85% of the theoretical yield; the amorpheus hydrochloride had a decomposition point above 160° C. Reactants: Cl (HCl), N[C@@H](C)C(=O)O (Ala), amino acid, N[C@@H](CCC(O)=O)C(=O)O (Glu), N[C@@H](CC(C)C)C(=O)O (Leu), NCC(=O)O (Gly), N1[C@@H](CCC1=O)C(=O)N[C@@H](C)C(=O)N[C@@H](CCCCNC(=O)OC(C)(C)C)C(=O)N[C@@H](CO)C(=O)N[C@@H](CCC(N)=O)C(=O)NCC(=O)N[C@H](CC(C)C)C(=O)N[C@@H](CO)C(=O)N[C@@H](CC(N)=O)C(=O)OC(C)(C)C (pGlu-Ala-Lys(Boc)-Ser-Gln-Gly-(D)-Leu-Ser-Asn-OBut), FC(C(=O)O)(F)F (trifluoroacetic acid), N[C@@H](CC(O)=O)C(=O)O (Asp), Avicel, N[C@@H](CCCCN)C(=O)O (Lys). Solvent: O (H2O). Yields the product N1[C@@H](CCC1=O)C(=O)N[C@@H](C)C(=O)N[C@@H](CCCCN)C(=O)N[C@@H](CO)C(=O)N[C@@H](CCC(N)=O)C(=O)NCC(=O)N[C@H](CC(C)C)C(=O)N[C@@H](CO)C(=O)N[C@@H](CC(N)=O)C(=O)O (pGlu-Ala-Lys-Ser-Gln-Gly-(D)-Leu-Ser-Asn-OH). As a reaction SMILES: [NH:1]1[C:5](=[O:6])[CH2:4][CH2:3][C@H:2]1[C:7]([NH:9][C@H:10]([C:12]([NH:14][C@H:15]([C:28]([NH:30][C@H:31]([C:34]([NH:36][C@H:37]([C:43]([NH:45][CH2:46][C:47]([NH:49][C@@H:50]([C:55]([NH:57][C@H:58]([C:61]([NH:63][C@H:64]([C:69]([O:71]C(C)(C)C)=[O:70])[CH2:65][C:66](=[O:68])[NH2:67])=[O:62])[CH2:59][OH:60])=[O:56])[CH2:51][CH:52]([CH3:54])[CH3:53])=[O:48])=[O:44])[CH2:38][CH2:39][C:40](=[O:42])[NH2:41])=[O:35])[CH2:32][OH:33])=[O:29])[CH2:16][CH2:17][CH2:18][CH2:19][NH:20]C(OC(C)(C)C)=O)=[O:13])[CH3:11])=[O:8].FC(F)(F)C(O)=O.Cl.N[C@H](C(O)=O)CCCCN.N[C@H](C(O)=O)CC(=O)O.N[C@H](C(O)=O)CCC(=O)O.NCC(O)=O.N[C@H](C(O)=O)C.N[C@H](C(O)=O)CC(C)C>O>[NH:1]1[C:5](=[O:6])[CH2:4][CH2:3][C@H:2]1[C:7]([NH:9][C@H:10]([C:12]([NH:14][C@H:15]([C:28]([NH:30][C@H:31]([C:34]([NH:36][C@H:37]([C:43]([NH:45][CH2:46][C:47]([NH:49][C@@H:50]([C:55]([NH:57][C@H:58]([C:61]([NH:63][C@H:64]([C:69]([OH:71])=[O:70])[CH2:65][C:66](=[O:68])[NH2:67])=[O:62])[CH2:59][OH:60])=[O:56])[CH2:51][CH:52]([CH3:54])[CH3:53])=[O:48])=[O:44])[CH2:38][CH2:39][C:40](=[O:42])[NH2:41])=[O:35])[CH2:32][OH:33])=[O:29])[CH2:16][CH2:17][CH2:18][CH2:19][NH2:20])=[O:13])[CH3:11])=[O:8]. Procedure: 450 mg of pGlu-Ala-Lys(Boc)-Ser-Gln-Gly-(D)-Leu-Ser-Asn-OBut is treated with 5 ml of trifluoroacetic acid at room temperature for 40 minutes and the reaction product is purified as in Example 1-(VIII). Yield 260 mg (58%); [α]D23 -40.0° (c=0.31, H2O); Rf4 (Avicel)=0.23, amino acid analysis (hydrolyzed with HCl); Lys, 0.95(1); Asp, 0.92(1); Ser, 1.79(2); Glu, 2.05(2); Gly, 1.01(1); Ala, 1.05(1); Leu, 1.05(1); average recovery 81%.